This data is from the Open Reaction Database (ORD), a public repository of structured organic reaction records. The task is: describe an organic reaction: reactants, conditions, products, and yield Yields the product CC1(CC=2N(CCS1)C(=NN2)C2(CC2)C2=CC=C(C=C2)C2=NC=CN=C2)CO ({8-Methyl-3-[1-(4-pyrazin-2-ylphenyl)cyclopropyl]-5,6,8,9-tetrahydro[1,2,4]triazolo[4,3-d][1,4]thiazepin-8-yl}methanol). The yield is 104.0%. Reported procedure: A solution of the compound (217 mg, 0.43 mmol) obtained in Example 38-1) and 4 M hydrochloric acid (1,4-dioxane solution, 1 mL) in methanol (4 mL) was stirred at room temperature for 16 h. The reaction mixture was concentrated under reduced pressure, saturated aqueous sodium hydrogencarbonate was added to the residue, the mixture was extracted with dichloromethane, and the organic layer was washed with saturated sodium chloride solution and dried with anhydrous sodium sulfate. After filtration, ... Reaction SMILES: [Si]([O:8][CH2:9][C:10]1([CH3:35])[S:16][CH2:15][CH2:14][N:13]2[C:17]([C:20]3([C:23]4[CH:28]=[CH:27][C:26]([C:29]5[CH:34]=[N:33][CH:32]=[CH:31][N:30]=5)=[CH:25][CH:24]=4)[CH2:22][CH2:21]3)=[N:18][N:19]=[C:12]2[CH2:11]1)(C(C)(C)C)(C)C.Cl>CO>[CH3:35][C:10]1([CH2:9][OH:8])[S:16][CH2:15][CH2:14][N:13]2[C:17]([C:20]3([C:23]4[CH:24]=[CH:25][C:26]([C:29]5[CH:34]=[N:33][CH:32]=[CH:31][N:30]=5)=[CH:27][CH:28]=4)[CH2:22][CH2:21]3)=[N:18][N:19]=[C:12]2[CH2:11]1. Solvent: CO (methanol). Starting materials: [Si](C)(C)(C(C)(C)C)OCC1(CC=2N(CCS1)C(=NN2)C2(CC2)C2=CC=C(C=C2)C2=NC=CN=C2)C (8-({[Tert-butyl(dimethyl)silyl]oxy}methyl)-8-methyl-3-[1-(4-pyrazin-2-ylphenyl)cyclopropyl]-5,6,8,9-tetrahydro[1,2,4]triazolo[4,3-d][1,4]thiazepine), Cl (hydrochloric acid). Procedure details: The title compound is prepared in 24% yield (102 mg, a white solid) from (−)-1-(6-(2,2,2-trifluoroethoxy)pyridin-3-yl)ethanamine hydrochloride (300 mg, 1.17 mmol, Amine-1, single enantiomer) and 2-amino-5-fluoroisonicotinic acid (182 mg, 1.17 mmol) by the similar manner in Step-1 of Example-8. The yield is 24.0%. The product is NC=1C=C(C(=O)NC(C)C=2C=NC(=CC2)OCC(F)(F)F)C(=CN1)F (2-amino-5-fluoro-N-(1-(6-(2,2,2-trifluoroethoxy)pyridin-3-yl)ethyl)isonicotinamide). The reactants are Cl.FC(COC1=CC=C(C=N1)C(C)N)(F)F ((−)-1-(6-(2,2,2-trifluoroethoxy)pyridin-3-yl)ethanamine hydrochloride), NC=1C=C(C(=O)O)C(=CN1)F (2-amino-5-fluoroisonicotinic acid). As a reaction SMILES: Cl.[F:2][C:3]([F:16])([F:15])[CH2:4][O:5][C:6]1[N:11]=[CH:10][C:9]([CH:12]([NH2:14])[CH3:13])=[CH:8][CH:7]=1.[NH2:17][C:18]1[CH:19]=[C:20]([C:24]([F:27])=[CH:25][N:26]=1)[C:21](O)=[O:22]>>[NH2:17][C:18]1[CH:19]=[C:20]([C:24]([F:27])=[CH:25][N:26]=1)[C:21]([NH:14][CH:12]([C:9]1[CH:10]=[N:11][C:6]([O:5][CH2:4][C:3]([F:2])([F:15])[F:16])=[CH:7][CH:8]=1)[CH3:13])=[O:22] |f:0.1|.